Dataset: the Open Reaction Database (ORD), a public repository of structured organic reaction records. Task: describe an organic reaction: reactants, conditions, products, and yield The reactants are imine, C(C1=CC=CC=C1)=O (benzaldehyde), C(C1=CC=CC=C1)N (benzylamine), P(O)(O)O (phosphorous acid). Solvent: C([O-])([O-])=O.[Na+].[Na+] (sodium carbonate). Yields the product C(C1=CC=CC=C1)NC(C1=CC=CC=C1)P(O)(O)=O (N-benzyl α-aminobenzylphosphonic acid). As a reaction SMILES: [CH:1](=O)[C:2]1[CH:7]=[CH:6][CH:5]=[CH:4][CH:3]=1.[CH2:9]([NH2:16])[C:10]1[CH:15]=[CH:14][CH:13]=[CH:12][CH:11]=1.[P:17]([OH:20])([OH:19])[OH:18]>C(=O)([O-])[O-].[Na+].[Na+]>[CH2:1]([NH:16][CH:9]([P:17](=[O:18])([OH:20])[OH:19])[C:10]1[CH:15]=[CH:14][CH:13]=[CH:12][CH:11]=1)[C:2]1[CH:7]=[CH:6][CH:5]=[CH:4][CH:3]=1 |f:3.4.5|. Procedure details: The imine from benzaldehyde and benzylamine (65 g; 0.33 mole) was added to phosphorous acid (27.3 g; 0.33 mole) and the mixture stirred with heating. As the temperature reached 95°-100° the whole mixture became a homogeneous liquid which reacted vigorously as the temperature reached 115°-120°. The reaction mass became very viscous and was allowed to cool to a glass. This glass was dissolved in aqueous sodium carbonate and upon acidification gave N-benzyl α-aminobenzylphosphonic acid, mp 233°-4°,... The reactants are Example 7 ( a ), C(C)N(C(C)N1C(C(NCC1)=O)C1=CC=CC=C1)CC (1-diethylamino ethyl-3-keto-2-phenyl piperazine), C(C)N(C(C)N1C(C(NCC1)C1=CC=CC=C1)=O)CC (1-Diethylamino ethyl-2-keto-3-phenyl piperazine), C(C)N(C(C)N1C(C(NCC1)=O)C1=CC=CC=C1)CC (1-Diethylamino ethyl-2-phenyl-3-keto piperazine), C(C)N(C(C)N1C(C(NCC1)C1=CC=CC=C1)=O)CC (1-diethylamino ethyl-2-keto-3-phenyl piperazine). The product is C(C)N(C(C)N1CC(NCC1)C1=CC=CC=C1)CC (1-Diethylamino ethyl-3-phenyl piperazine), oil. As a reaction SMILES: [CH2:1]([N:3]([CH2:19][CH3:20])[CH:4]([N:6]1[CH2:11][CH2:10][NH:9][CH:8]([C:12]2[CH:17]=[CH:16][CH:15]=[CH:14][CH:13]=2)[C:7]1=O)[CH3:5])[CH3:2].C(N(CC)C(N1CCNC(=O)C1C1C=CC=CC=1)C)C>>[CH2:19]([N:3]([CH2:1][CH3:2])[CH:4]([N:6]1[CH2:11][CH2:10][NH:9][CH:8]([C:12]2[CH:17]=[CH:16][CH:15]=[CH:14][CH:13]=2)[CH2:7]1)[CH3:5])[CH3:20]. Reported procedure: 1-Diethylamino ethyl-2-keto-3-phenyl piperazine prepared according to Example 1 B (a) of application Ser. No. 333,497, is reduced by following the procedure described hereinabove in Example 7 (a) whereby, in place of 1-diethylamino ethyl-3-keto-2-phenyl piperazine, the equimolecular amount of said 1-diethylamino ethyl-2-keto-3-phenyl piperazine is reduced. The resulting 3-phenyl piperazine compound is obtained in the form of a light yellow oil boiling at 102° C./0.02 mm. Hg. The reactants are [H-].[Na+] (sodium hydride), O1CCN(CC1)CCO (2-morpholino ethanol), C(C1CCCO1)Br (tetrahydrofurfuryl bromide), O1CCCC1 (tetrahydrofuran), [I-].[Na+] (sodium iodide). The product is C(C1CCCO1)COCCN1CCOCC1 (4-[2-(tetrahydrofurfurylmethoxy)ethyl]-morpholine). The yield is 56.0%. Reaction SMILES: [H-].[Na+].[O:3]1[CH2:8][CH2:7][N:6]([CH2:9][CH2:10][OH:11])[CH2:5][CH2:4]1.[CH2:12](Br)[CH:13]1[O:17][CH2:16][CH2:15][CH2:14]1.[I-].[Na+].O1CCC[CH2:22]1>>[CH2:12]([CH2:22][O:11][CH2:10][CH2:9][N:6]1[CH2:7][CH2:8][O:3][CH2:4][CH2:5]1)[CH:13]1[O:17][CH2:16][CH2:15][CH2:14]1 |f:0.1,4.5|. Reported procedure: To a suspension of 25 g sodium hydride in 500 g tetrahydrofuran, 131 g of 2-morpholino ethanol and 182 g of tetrahydrofurfuryl bromide were successively added dropwise. Thereafter, 1 9 of sodium iodide was added to the solution, which was heated under reflux for 100 hours. After cooling, the reaction solution was washed with an aqueous saturated sodium chloride solution, concentrated in vacuum, and purified by vacuum distillation, whereby 120 g of 4-[2-(tetrahydrofurfurylmethoxy)ethyl]morpholine...